From a dataset of the Open Reaction Database (ORD), a public repository of structured organic reaction records. describe an organic reaction: reactants, conditions, products, and yield Reactants: COC1=CC=C(C(=O)N2[C@H](C[C@H](C3=CC=CC=C23)N(C(C)=O)C2=CC=NC=C2)C)C=C1 (N-[(2S,4R)-1-(4-methoxybenzoyl)-2-methyl-1,2,3,4-tetrahydroquinolin-4-yl]-N-pyridin-4-ylacetamide), FC1=CC=C(C(=O)Cl)C=C1 (4-fluorobenzoyl chloride), amine-aryl. Product: COC1=CC=C(C(=O)N2[C@H](C[C@H](C3=CC=CC=C23)N)C)C=C1 ((2S,4R)-1-(4-methoxybenzoyl)-2-methyl-1,2,3,4-tetrahydroquinolin-4-amine). Reaction SMILES: [CH3:1][O:2][C:3]1[CH:31]=[CH:30][C:6]([C:7]([N:9]2[C:18]3[C:13](=[CH:14][CH:15]=[CH:16][CH:17]=3)[C@H:12]([N:19](C3C=CN=CC=3)C(=O)C)[CH2:11][C@@H:10]2[CH3:29])=[O:8])=[CH:5][CH:4]=1.FC1C=CC(C(Cl)=O)=CC=1>>[CH3:1][O:2][C:3]1[CH:4]=[CH:5][C:6]([C:7]([N:9]2[C:18]3[C:13](=[CH:14][CH:15]=[CH:16][CH:17]=3)[C@H:12]([NH2:19])[CH2:11][C@@H:10]2[CH3:29])=[O:8])=[CH:30][CH:31]=1. Procedure details: N-[(2S,4R)-1-(4-methoxybenzoyl)-2-methyl-1,2,3,4-tetrahydroquinolin-4-yl]-N-pyridin-4-ylacetamide was made following general procedure G, substituting 4-methoxybenzoyl chloride for 4-fluorobenzoyl chloride. The amine-aryl coupling was performed differently to what is described in procedure G. Therefore (2S,4R)-1-(4-methoxybenzoyl)-2-methyl-1,2,3,4-tetrahydroquinolin-4-amine (obtained from the hydrogenation step, 356 mg, 1.2 mmol, 1 equ.) was dissolved in ethylene glycol dimethyl ether (4 mL) in ...